This data is from the Open Reaction Database (ORD), a public repository of structured organic reaction records. The task is: describe an organic reaction: reactants, conditions, products, and yield The reactants are C1(=CC=CC=C1)COC(=O)N1CCC(CC1)C1=C(C=CC=C1)SC(F)(F)F (N-phenylmethoxycarbonyl-4-[2-trifluoromethylthiophenyl]piperidine). Solvent: FC(C(=O)O)(F)F (trifluoroacetic acid). Reaction conditions: temperature 80 celsius. The product is FC(SC1=C(C=CC=C1)C1CCNCC1)(F)F (4-(2-Trifluoromethylthiophenyl)piperidine). RXN SMILES: C1(COC([N:11]2[CH2:16][CH2:15][CH:14]([C:17]3[CH:22]=[CH:21][CH:20]=[CH:19][C:18]=3[S:23][C:24]([F:27])([F:26])[F:25])[CH2:13][CH2:12]2)=O)C=CC=CC=1>FC(F)(F)C(O)=O>[F:27][C:24]([F:25])([F:26])[S:23][C:18]1[CH:19]=[CH:20][CH:21]=[CH:22][C:17]=1[CH:14]1[CH2:13][CH2:12][NH:11][CH2:16][CH2:15]1. Procedure: A solution of N-phenylmethoxycarbonyl-4-[2-trifluoromethylthiophenyl]piperidine in trifluoroacetic acid was Cbz-deprotected by heating under reflux (at 80° C.) for 10 min. The mixture was concentrated to provide the product as an oil. 1H NMR (DMSO-d6) δ 7.69 (d, 1H), 7.59 (m, 1H), 7.50 (d, 1H), 7.32 (m, 1H), 3.32 (m, 2H), 3.00 (br d, 2H), 2.57 (m, 3H), 1.56 (m, 4H); MS m/z 262 (M+H). The reactants are CCOC(=O)C(C)(C)CO, COCC(C)(C)C(=O)O, ClCc1ccccc1. Product: CC(C)(COCc1ccccc1)C(=O)O. As a reaction SMILES: [CH2:10]([O:11][C:12](=[O:13])[C:14]([CH3:15])([CH3:16])[CH2:17][OH:18])[CH3:19].[CH3:1][C:2]([C:3](=[O:4])[OH:5])([CH2:6][O:7][CH3:8])[CH3:9].[Cl:20][CH2:21][c:22]1[cH:23][cH:24][cH:25][cH:26][cH:27]1>>[CH3:1][C:2]([C:3](=[O:4])[OH:5])([CH2:6][O:7][CH2:8][c:22]1[cH:23][cH:24][cH:25][cH:26][cH:27]1)[CH3:9]. Procedure details: Following the procedure for 3-(7-fluoro-4-trifluoromethylbenzothiazol-2-yl)-5-(1-piperidin-4-yl-1H-pyrazol-4-yl)-pyridin-2-ylamine, using 2-iodo-5-methyl-1,3-benzothiazole and conducting the Suzuki coupling at 80° C. for 3 h, the title compound was obtained as a yellow solid. 1H NMR (400 MHz, DMSO-d6): δ=8.96-8.87 (brm, 1H), 8.75-8.65 (brm, 1H), 8.51 (d, J=2.0 Hz, 1H), 8.40 (s, 1H), 8.37 (brs, 1H), 8.35 (very brs, 1H), 8.06 (d, J=8.0 Hz, 1H), 8.06 (s, 1H), 7.36 (dd, J=8.0, 1.0 Hz, 1H), 4.56-4.48... Product: CC=1C=CC2=C(N=C(S2)C=2C(=NC=C(C2)C=2C=NN(C2)C2CCNCC2)N)C1 (3-(5-Methylbenzothiazol-2-yl)-5-(1-piperidin-4-yl-1H-pyrazol-4-yl)-pyridin-2-ylamine). RXN SMILES: F[C:2]1[C:10]2[S:9][C:8]([C:11]3[C:12]([NH2:28])=[N:13][CH:14]=[C:15]([C:17]4[CH:18]=[N:19][N:20]([CH:22]5[CH2:27][CH2:26][NH:25][CH2:24][CH2:23]5)[CH:21]=4)[CH:16]=3)=[N:7][C:6]=2[C:5](C(F)(F)F)=[CH:4][CH:3]=1.I[C:34]1SC2C=CC(C)=CC=2N=1>>[CH3:34][C:4]1[CH:3]=[CH:2][C:10]2[S:9][C:8]([C:11]3[C:12]([NH2:28])=[N:13][CH:14]=[C:15]([C:17]4[CH:18]=[N:19][N:20]([CH:22]5[CH2:27][CH2:26][NH:25][CH2:24][CH2:23]5)[CH:21]=4)[CH:16]=3)=[N:7][C:6]=2[CH:5]=1. Reactants: FC1=CC=C(C=2N=C(SC21)C=2C(=NC=C(C2)C=2C=NN(C2)C2CCNCC2)N)C(F)(F)F (3-(7-fluoro-4-trifluoromethylbenzothiazol-2-yl)-5-(1-piperidin-4-yl-1H-pyrazol-4-yl)-pyridin-2-ylamine), IC=1SC2=C(N1)C=C(C=C2)C (2-iodo-5-methyl-1,3-benzothiazole). Starting materials: CC(C)(C)OC(=O)N1CCCC(CO)C1, CCOC(=O)N=NC(=O)OCC, CCOC(=O)c1ccc(O)cc1, c1ccc(P(c2ccccc2)c2ccccc2)cc1. The product is CCOC(=O)c1ccc(OCC2CCCN(C(=O)OC(C)(C)C)C2)cc1. RXN SMILES: [C:1]([CH3:2])([CH3:3])([CH3:4])[O:5][C:6](=[O:7])[N:8]1[CH2:9][CH:10]([CH2:14][OH:15])[CH2:11][CH2:12][CH2:13]1.[O:28]=[C:29]([O:30][CH2:31][CH3:32])[N:33]=[N:34][C:35]([O:36][CH2:37][CH3:38])=[O:39].[OH:16][c:17]1[cH:18][cH:19][c:20]([C:21](=[O:22])[O:23][CH2:24][CH3:25])[cH:26][cH:27]1.[c:40]1([P:41]([c:42]2[cH:43][cH:44][cH:45][cH:46][cH:47]2)[c:48]2[cH:49][cH:50][cH:51][cH:52][cH:53]2)[cH:54][cH:55][cH:56][cH:57][cH:58]1>>[C:1]([CH3:2])([CH3:3])([CH3:4])[O:5][C:6](=[O:7])[N:8]1[CH2:9][CH:10]([CH2:14][O:15][c:17]2[cH:18][cH:19][c:20]([C:21](=[O:22])[O:23][CH2:24][CH3:25])[cH:26][cH:27]2)[CH2:11][CH2:12][CH2:13]1. The reactants are CCO, [Na+], CCOC(=O)c1cnc2c3ccccc3ccn2c1=O, [OH-], O. Product: O=C(O)c1cnc2c3ccccc3ccn2c1=O. Reaction SMILES: [CH3:24][CH2:25][OH:26].[Na+:22].[O:1]=[c:2]1[c:3]([C:16](=[O:17])[O:18][CH2:19][CH3:20])[cH:4][n:5][c:6]2[n:7]1[cH:8][cH:9][c:10]1[cH:11][cH:12][cH:13][cH:14][c:15]21.[OH-:21].[OH2:23]>>[O:1]=[c:2]1[c:3]([C:16](=[O:17])[OH:18])[cH:4][n:5][c:6]2[n:7]1[cH:8][cH:9][c:10]1[cH:11][cH:12][cH:13][cH:14][c:15]21. Product: ClC1=C(OC2=C(C=C(C=C2)F)C(=O)N2CCCC3=CC=CC=C23)C=C(C=C1)Cl ([2-(2,5-Dichloro-phenoxy)-5-fluoro-phenyl]-(3,4-dihydro-2H-quinolin-1-yl)-methanone). Reactants: ClC1=C(OC2=C(C(=O)O)C=C(C=C2)F)C=C(C=C1)Cl (2-(2,5-dichloro-phenoxy)-5-fluoro-benzoic acid), FC=1C=C2CCCNC2=CC1 (6-fluoro-1,2,3,4-tetrahydro-quinoline), N1CCCC2=CC=CC=C12 (1,2,3,4-tetrahydro-quinoline). Procedure: The title compound was prepared in analogy to Example 110, Step 2, replacing 2-(2,5-dichloro-phenoxy)-benzoic acid (Example 110, Step 1) with 2-(2,5-dichloro-phenoxy)-5-fluoro-benzoic acid and 6-fluoro-1,2,3,4-tetrahydro-quinoline with 1,2,3,4-tetrahydro-quinoline ([CAS RN 635-46-1]). MS (ISP): 416.1 [M+H]+. RXN SMILES: [Cl:1][C:2]1[CH:18]=[CH:17][C:16]([Cl:19])=[CH:15][C:3]=1[O:4][C:5]1[CH:13]=[CH:12][C:11]([F:14])=[CH:10][C:6]=1[C:7]([OH:9])=O.F[C:21]1[CH:22]=[C:23]2[C:28](=[CH:29][CH:30]=1)[NH:27][CH2:26][CH2:25][CH2:24]2.N1C2C(=CC=CC=2)CCC1>>[Cl:1][C:2]1[CH:18]=[CH:17][C:16]([Cl:19])=[CH:15][C:3]=1[O:4][C:5]1[CH:13]=[CH:12][C:11]([F:14])=[CH:10][C:6]=1[C:7]([N:27]1[C:28]2[C:23](=[CH:22][CH:21]=[CH:30][CH:29]=2)[CH2:24][CH2:25][CH2:26]1)=[O:9]. Reactants: BrB(Br)Br, CCn1c(-c2ccc(NS(C)(=O)=O)cc2)c(C#N)c2ccc(OC)cc21, ClCCl, O. Product: CCn1c(-c2ccc(NS(C)(=O)=O)cc2)c(C#N)c2ccc(O)cc21. As a reaction SMILES: [B:27]([Br:28])([Br:29])[Br:30].[C:1](#[N:2])[c:3]1[c:4](-[c:16]2[cH:17][cH:18][c:19]([NH:22][S:23](=[O:24])(=[O:25])[CH3:26])[cH:20][cH:21]2)[n:5]([CH2:14][CH3:15])[c:6]2[cH:7][c:8]([O:12][CH3:13])[cH:9][cH:10][c:11]12.[Cl:32][CH2:33][Cl:34].[OH2:31]>>[C:1](#[N:2])[c:3]1[c:4](-[c:16]2[cH:17][cH:18][c:19]([NH:22][S:23](=[O:24])(=[O:25])[CH3:26])[cH:20][cH:21]2)[n:5]([CH2:14][CH3:15])[c:6]2[cH:7][c:8]([OH:12])[cH:9][cH:10][c:11]12. Starting materials: NC1=NC=CC=C1OCC1=C(C=CC=C1F)F (2-amino-3-(2,6-difluorobenzyloxy)pyridine), C1(=CC=CC=C1)N=C=S (phenyl isothiocyanate), C1(=CC=CC=C1)C (toluene). Run in CCOCC (ether). Yields the product FC1=C(COC=2C(=NC=CC2)NC(=S)NC2=CC=CC=C2)C(=CC=C1)F (3-(2,6-Difluorobenzyloxy)-pyrid-2-yl-N'-phenylthiourea). Reaction SMILES: [NH2:1][C:2]1[C:7]([O:8][CH2:9][C:10]2[C:15]([F:16])=[CH:14][CH:13]=[CH:12][C:11]=2[F:17])=[CH:6][CH:5]=[CH:4][N:3]=1.[C:18]1([N:24]=[C:25]=[S:26])[CH:23]=[CH:22][CH:21]=[CH:20][CH:19]=1.C1(C)C=CC=CC=1>CCOCC>[F:17][C:11]1[CH:12]=[CH:13][CH:14]=[C:15]([F:16])[C:10]=1[CH2:9][O:8][C:7]1[C:2]([NH:1][C:25]([NH:24][C:18]2[CH:23]=[CH:22][CH:21]=[CH:20][CH:19]=2)=[S:26])=[N:3][CH:4]=[CH:5][CH:6]=1. Procedure details: A mixture of 2-amino-3-(2,6-difluorobenzyloxy)pyridine (2.1 g, 0.09 mol), phenyl isothiocyanate (1.43 g, 0.011 mol) and toluene (10 ml) was heated under reflux for 3 hours, then cooled and diluted with ether to induce crystallisation of the product, which was recrystallised from ethanol/ether. Yield 2.0 g (82%), m.p. 132°-133 ° C. Product: CC1(C2CCCC2)Cc2cc(OCCC(=O)O)c(Cl)c(Cl)c2C1O. Starting materials: CC1(C2CCCC2)Cc2cc(O)c(Cl)c(Cl)c2C1O, Cl, [Na+], O=C1CCO1, [OH-]. Reaction SMILES: [CH:1]1([C:6]2([CH3:19])[CH:7]([OH:18])[c:8]3[c:9]([Cl:17])[c:10]([Cl:16])[c:11]([OH:15])[cH:12][c:13]3[CH2:14]2)[CH2:2][CH2:3][CH2:4][CH2:5]1.[ClH:25].[Na+:27].[O:20]=[C:21]1[CH2:22][CH2:23][O:24]1.[OH-:26]>>[CH:1]1([C:6]2([CH3:19])[CH:7]([OH:18])[c:8]3[c:9]([Cl:17])[c:10]([Cl:16])[c:11]([O:15][CH2:23][CH2:22][C:21](=[O:20])[OH:24])[cH:12][c:13]3[CH2:14]2)[CH2:2][CH2:3][CH2:4][CH2:5]1. Starting materials: CC=1NC(=C(C(C1C(=O)OCCOC)C1=CC(=CC=C1)NO)C(=O)OC(C)C)C (2-Methoxyethyl 1-Methylethyl 1,4-Dihydro-2,6-dimethyl-4-(3-hydroxylaminophenyl)-3,5-pyridinedicarboxylate), S1C(=CC=C1)C=O (2-thiophenecarboxaldehyde). The product is CC=1NC(=C(C(C1C(=O)OCCOC)C1=CC(=CC=C1)/N(=C/C=1SC=CC1)=O)C(=O)OC(C)C)C (2-Methoxyethyl 1-Methylethyl 1,4-Dihydro-2,6-dimethyl-4-{3-[(Z)-N-oxo-N-(2-thienylmethylene)-λ5 -azanyl]phenyl}-3,5-pyridinedicarboxylate). The yield is 86.5%. As a reaction SMILES: [CH3:1][C:2]1[NH:3][C:4]([CH3:29])=[C:5]([C:23]([O:25][CH:26]([CH3:28])[CH3:27])=[O:24])[CH:6]([C:15]2[CH:20]=[CH:19][CH:18]=[C:17]([NH:21][OH:22])[CH:16]=2)[C:7]=1[C:8]([O:10][CH2:11][CH2:12][O:13][CH3:14])=[O:9].[S:30]1[CH:34]=[CH:33][CH:32]=[C:31]1[CH:35]=O>>[CH3:1][C:2]1[NH:3][C:4]([CH3:29])=[C:5]([C:23]([O:25][CH:26]([CH3:27])[CH3:28])=[O:24])[CH:6]([C:15]2[CH:20]=[CH:19][CH:18]=[C:17]([N:21](=[O:22])=[CH:35][C:31]3[S:30][CH:34]=[CH:33][CH:32]=3)[CH:16]=2)[C:7]=1[C:8]([O:10][CH2:11][CH2:12][O:13][CH3:14])=[O:9]. Procedure details: The reaction of hydroxylamine 55 (0.80 g, 2 mmol) with 2-thiophenecarboxaldehyde (64) (0.224 g, 2 mmol) afforded, after workup, a light yellow oil. The crude product was purified by flash chromatography with 2:1 ethyl acetate/hexane as the eluant to obtain 0.86 g (1.73 mmol, 86%) of 75 as a yellow gum: IR (CH2Cl2) 3440, 2940, 1698, 1625, 1560, 1472, 1375, 1298, 1215, 1105, cm-1 ; 1H NMR (CDCl3) δ 1.09 (d, J=6.2 Hz, 3H), 1.21 (d, J=6.2 Hz, 3H), 2.28 (s, 6H), 3.32 (s, 3H), 3.56 (t, J=4.8 Hz, 2H), ...